Dataset: the Open Reaction Database (ORD), a public repository of structured organic reaction records. Task: describe an organic reaction: reactants, conditions, products, and yield The reactants are COC(=O)C(C)C(=O)O, CO, ClCCl, Nc1ccc(OCc2cccc(F)c2)cc1. The product is COC(=O)C(C)C(=O)Nc1ccc(OCc2cccc(F)c2)cc1. RXN SMILES: [CH3:17][O:18][C:19]([CH:20]([C:21](=[O:22])[OH:23])[CH3:24])=[O:25].[CH3:26][OH:27].[Cl:28][CH2:29][Cl:30].[F:1][c:2]1[cH:3][c:4]([CH2:5][O:6][c:7]2[cH:8][cH:9][c:10]([NH2:13])[cH:11][cH:12]2)[cH:14][cH:15][cH:16]1>>[F:1][c:2]1[cH:3][c:4]([CH2:5][O:6][c:7]2[cH:8][cH:9][c:10]([NH:13][C:21]([CH:20]([C:19]([O:18][CH3:17])=[O:25])[CH3:24])=[O:22])[cH:11][cH:12]2)[cH:14][cH:15][cH:16]1.